This data is from the Open Reaction Database (ORD), a public repository of structured organic reaction records. The task is: describe an organic reaction: reactants, conditions, products, and yield Starting materials: ClC(=O)OCCCCCCCCCCCCCCCCCCCC (1-Eicosanyl chloroformate), P(OC)(OC)OC (P(OMe)3). Run at time 8 hour. The product is C(CCCCCCCCCCCCCCCCCCC)OC(=O)P(OC)(OC)=O (Dimethyl 1-eicosanyloxycarbonylphosphonate). Yield: 97.0%. RXN SMILES: Cl[C:2]([O:4][CH2:5][CH2:6][CH2:7][CH2:8][CH2:9][CH2:10][CH2:11][CH2:12][CH2:13][CH2:14][CH2:15][CH2:16][CH2:17][CH2:18][CH2:19][CH2:20][CH2:21][CH2:22][CH2:23][CH3:24])=[O:3].[P:25]([O:30]C)([O:28][CH3:29])[O:26][CH3:27]>>[CH2:5]([O:4][C:2]([P:25](=[O:30])([O:28][CH3:29])[O:26][CH3:27])=[O:3])[CH2:6][CH2:7][CH2:8][CH2:9][CH2:10][CH2:11][CH2:12][CH2:13][CH2:14][CH2:15][CH2:16][CH2:17][CH2:18][CH2:19][CH2:20][CH2:21][CH2:22][CH2:23][CH3:24]. Procedure: 1-Eicosanyl chloroformate (6.0 g, 16.6 mmol) was added slowly to refluxing P(OMe)3 30 (mL), and after 2 hours the mixture was left at room temperature overnight. Excess P(OMe)3 was removed by vacuum distillation, and the remaining white solid was collected, washed with cold hexane, and recrystallized from hexane to obtain colorless crystals from which traces of hexane were not fully removed (7.0 g, 97% yield); mp 53-54° C.; TLC: Rf 0.39 (silica gel, 98:2 CHCl3—MeOH); IR (KBr): υ 2950, 2915, 1705...